Dataset: the Open Reaction Database (ORD), a public repository of structured organic reaction records. Task: describe an organic reaction: reactants, conditions, products, and yield Starting materials: C(C)(C)(C)OC(=O)N1CC(C1)CC=1N(C2=NC(=NC(=C2N1)N1CCOCC1)N1C(=NC2=C1C=CC=C2)[C@H](C)O)C (3-{2-[2-((S)-1-hydroxyethyl)benzoimidazol-1-yl]-9-methyl-6-morpholin-4-yl-9H-purin-8-ylmethyl}azetidine-1-carboxylic acid tert-butyl ester), C(=O)(C(F)(F)F)O (TFA). The solvent is C(Cl)Cl (DCM). Conditions: time 45 minute. Product: N1CC(C1)CC=1N(C2=NC(=NC(=C2N1)N1CCOCC1)N1C(=NC2=C1C=CC=C2)[C@H](C)O)C ((S)-1-[1-(8-Azetidin-3-ylmethyl-9-methyl-6-morpholin-4-yl-9H-purin-2-yl)-1H-benzoimidazol-2-yl]ethanol). Reaction SMILES: C(OC([N:8]1[CH2:11][CH:10]([CH2:12][C:13]2[N:14]([CH3:40])[C:15]3[C:20]([N:21]=2)=[C:19]([N:22]2[CH2:27][CH2:26][O:25][CH2:24][CH2:23]2)[N:18]=[C:17]([N:28]2[C:32]4[CH:33]=[CH:34][CH:35]=[CH:36][C:31]=4[N:30]=[C:29]2[C@@H:37]([OH:39])[CH3:38])[N:16]=3)[CH2:9]1)=O)(C)(C)C.C(O)(C(F)(F)F)=O>C(Cl)Cl>[NH:8]1[CH2:11][CH:10]([CH2:12][C:13]2[N:14]([CH3:40])[C:15]3[C:20]([N:21]=2)=[C:19]([N:22]2[CH2:27][CH2:26][O:25][CH2:24][CH2:23]2)[N:18]=[C:17]([N:28]2[C:32]4[CH:33]=[CH:34][CH:35]=[CH:36][C:31]=4[N:30]=[C:29]2[C@@H:37]([OH:39])[CH3:38])[N:16]=3)[CH2:9]1. Procedure: To a solution of 3-{2-[2-((S)-1-hydroxyethyl)benzoimidazol-1-yl]-9-methyl-6-morpholin-4-yl-9H-purin-8-ylmethyl}azetidine-1-carboxylic acid tert-butyl ester (109 mg, 0.20 mmol) in DCM (5 mL) was added TFA (2 mL) and the resulting mixture stirred at r.t. for 45 min. The reaction mixture was concentrated in vacuo and the resulting residue loaded onto an Isolute® SCX-2 cartridge which was washed with MeOH and the product eluted with 2M NH3/MeOH affording the title compound (70 mg, 80%). LCMS (method... Reaction SMILES: [C:40](=[O:41])([OH:42])[O-:43].[C:54]([O:55][CH2:56][CH3:57])(=[O:58])[CH3:59].[CH3:25][C:26]([O:27][C:28](=[O:29])[CH3:30])=[O:31].[CH3:48][CH2:49][CH2:50][CH2:51][CH2:52][CH3:53].[CH3:7][c:8]1[n:9](-[c:18]2[c:19]([CH3:24])[cH:20][cH:21][cH:22][cH:23]2)[c:10](=[O:17])[c:11]2[c:12]([n:13]1)[cH:14][cH:15][s:16]2.[Cl-:45].[Cl-:47].[Na+:44].[O:1]1[CH2:2][CH2:3][O:4][CH2:5][CH2:6]1.[Zn+2:46].[n:32]1[c:33]([CH:38]=[O:39])[cH:34][cH:35][cH:36][cH:37]1>>[CH:7]([c:8]1[n:9](-[c:18]2[c:19]([CH3:24])[cH:20][cH:21][cH:22][cH:23]2)[c:10](=[O:17])[c:11]2[c:12]([n:13]1)[cH:14][cH:15][s:16]2)=[CH:38][c:33]1[n:32][cH:37][cH:36][cH:35][cH:34]1. The product is Cc1ccccc1-n1c(C=Cc2ccccn2)nc2ccsc2c1=O. Reactants: O=C([O-])O, CCOC(C)=O, CC(=O)OC(C)=O, CCCCCC, Cc1ccccc1-n1c(C)nc2ccsc2c1=O, [Cl-], [Cl-], [Na+], C1COCCO1, [Zn+2], O=Cc1ccccn1. The reactants are C(=O)(OCC1=CC=CC=C1)N1[C@H](C(=O)O)C[C@@H](C1)C(=O)O (N-CBZ-cis-4-carboxy-L-proline). Reagents/catalysts: [Pd] (Pd-C). The solvent is CO (methanol). Conditions: time 0.5 hour. The product is C(=O)(O)[C@H]1C[C@H](NC1)C(=O)O (cis-4-Carboxy-L-proline). Isolated yield 83.5%. RXN SMILES: C([N:11]1[CH2:18][C@@H:17]([C:19]([OH:21])=[O:20])[CH2:16][C@H:12]1[C:13]([OH:15])=[O:14])(OCC1C=CC=CC=1)=O>CO.[Pd]>[C:19]([C@@H:17]1[CH2:18][NH:11][C@H:12]([C:13]([OH:15])=[O:14])[CH2:16]1)([OH:21])=[O:20]. Procedure: N-CBZ-cis-4-carboxy-L-proline (0.455 g, 1.55 mmol) was dissolved in methanol (37 mL) and transferred into a Parr shaker bottle. After adding 10% Pd-C (0.080 g), the mixture was shaken under an atmosphere of hydrogen at 48-50 psi for 0.5 h on the Parr apparatus. The catalyst was removed by filtration through Celite. The filter-cake was washed with water and the combined filtrate and washings were concentrated in vacuo to yield a white solid, which was recrystallized from H2O-ethanol-acetone to yi... Starting materials: C(CCC)[Li] (n-butyllithium), Cl[Si](CCC(F)(F)F)(C)C (chlorodimethyl-3,3,3-trifluoropropylsilane), C(C#C)OC1OCCCC1 (2-Prop-2-ynyloxytetrahydropyran). Run in C1CCOC1 (THF), C1CCOC1 (THF). Run at temperature -78 celsius. Yields the product C[Si](CCC(F)(F)F)(C#CCOC1OCCCC1)C (Dimethyl-[3-(tetrahydropyran-2-yloxy)-prop-1-ynyl]-(3,3,3,-trifluoropropyl)silane). RXN SMILES: C([Li])CCC.[CH2:6]([O:9][CH:10]1[CH2:15][CH2:14][CH2:13][CH2:12][O:11]1)[C:7]#[CH:8].Cl[Si:17]([CH3:25])([CH3:24])[CH2:18][CH2:19][C:20]([F:23])([F:22])[F:21]>C1COCC1>[CH3:24][Si:17]([CH3:25])([C:8]#[C:7][CH2:6][O:9][CH:10]1[CH2:15][CH2:14][CH2:13][CH2:12][O:11]1)[CH2:18][CH2:19][C:20]([F:23])([F:22])[F:21]. Procedure details: A solution of n-butyllithium (12.0 ml, 30.0 mmol, 2.5 mol dm−3 in hexanes) was added dropwise to a stirred, cooled (−78° C.) solution of compound 1 (4.20 g, 30.0 mmol) in THF (80 ml) under an atmosphere of dry nitrogen. The reaction mixture was maintained at −78° C. for 1.5 h and a solution of chlorodimethyl-3,3,3-trifluoropropylsilane (5.72 g, 30.0 mmol) in THF (20 ml) added dropwise. The reaction mixture was allowed to warm to room temperature, washed with water and the organic layer extracted... The reactants are NC[C@@H]1[C@H]2C[C@H]2CN1C(=O)C=1N=C(SC1C=1C=C(C=CC1)C)C (((1S,2S,5R)-2-Aminomethyl-3-aza-bicyclo[3.1.0]hex-3-yl)-(2-methyl-5-m-tolyl-thiazol-4-yl)-methanone), CC=1N2C(SC1)=NC(=C2C(=O)O)C (3,6-Dimethyl-imidazo[2,1-b]thiazole-5-carboxylic acid). The product is CC=1SC(=C(N1)C(=O)N1[C@@H]([C@H]2C[C@H]2C1)CNC(=O)C1=C(N=C2SC=C(N21)C)C)C=2C=C(C=CC2)C (3,6-Dimethyl-imidazo[2,1-b]thiazole-5-carboxylic Acid[(1S,2S,5R)-3-(2-methyl-5-m-tolyl-thiazole-4-carbonyl)-3-aza-bicyclo[3.1.0]hex-2-ylmethyl]-amide). RXN SMILES: [NH2:1][CH2:2][C@H:3]1[N:8]([C:9]([C:11]2[N:12]=[C:13]([CH3:23])[S:14][C:15]=2[C:16]2[CH:17]=[C:18]([CH3:22])[CH:19]=[CH:20][CH:21]=2)=[O:10])[CH2:7][C@H:6]2[C@@H:4]1[CH2:5]2.[CH3:24][C:25]1[N:26]2[C:32]([C:33](O)=[O:34])=[C:31]([CH3:36])[N:30]=[C:27]2[S:28][CH:29]=1>>[CH3:23][C:13]1[S:14][C:15]([C:16]2[CH:17]=[C:18]([CH3:22])[CH:19]=[CH:20][CH:21]=2)=[C:11]([C:9]([N:8]2[CH2:7][C@H:6]3[C@H:4]([CH2:5]3)[C@H:3]2[CH2:2][NH:1][C:33]([C:32]2[N:26]3[C:27]([S:28][CH:29]=[C:25]3[CH3:24])=[N:30][C:31]=2[CH3:36])=[O:34])=[O:10])[N:12]=1. Procedure details: prepared by reaction of ((1S,2S,5R)-2-Aminomethyl-3-aza-bicyclo[3.1.0]hex-3-yl)-(2-methyl-5-m-tolyl-thiazol-4-yl)-methanone with 3,6-Dimethyl-imidazo[2,1-b]thiazole-5-carboxylic acid. LC-MS (basic): tR=0.83 min; [M+H]+=506.0. The reactants are CC=CCn1c(N(C(C)=O)c2cc(C)cc(C)c2)c(C(C)C)c(=O)[nH]c1=O, C[O-], CO, [Cl-], [NH4+], [Na+]. Product: CC=CCn1c(Nc2cc(C)cc(C)c2)c(C(C)C)c(=O)[nH]c1=O. Reaction SMILES: [CH2:1]([CH:2]=[CH:3][CH3:4])[n:5]1[c:6](=[O:27])[nH:7][c:8](=[O:26])[c:9]([CH:23]([CH3:24])[CH3:25])[c:10]1[N:11]([C:12](=[O:13])[CH3:14])[c:15]1[cH:16][c:17]([CH3:22])[cH:18][c:19]([CH3:21])[cH:20]1.[CH3:28][O-:29].[CH3:33][OH:34].[Cl-:31].[NH4+:32].[Na+:30]>>[CH2:1]([CH:2]=[CH:3][CH3:4])[n:5]1[c:6](=[O:27])[nH:7][c:8](=[O:26])[c:9]([CH:23]([CH3:24])[CH3:25])[c:10]1[NH:11][c:15]1[cH:16][c:17]([CH3:22])[cH:18][c:19]([CH3:21])[cH:20]1. Reactants: C=C(C(=O)O)c1ccccc1, CN1CCOCC1, NC1CCCCC1. Yields the product C=C(C(=O)NC1CCCCC1)c1ccccc1. Reaction SMILES: [C:1]([C:2](=[CH2:3])[c:4]1[cH:5][cH:6][cH:7][cH:8][cH:9]1)(=[O:10])[OH:11].[CH3:12][N:13]1[CH2:14][CH2:15][O:16][CH2:17][CH2:18]1.[NH2:19][CH:20]1[CH2:21][CH2:22][CH2:23][CH2:24][CH2:25]1>>[C:1]([C:2](=[CH2:3])[c:4]1[cH:5][cH:6][cH:7][cH:8][cH:9]1)(=[O:11])[NH:19][CH:20]1[CH2:21][CH2:22][CH2:23][CH2:24][CH2:25]1. Reactants: CC1=C(C=O)C=CC=C1 (2-methylbenzaldehyde), C1(CC1)N (cyclopropylamine). The product is C1(CC1)NCC1=C(C=CC=C1)C (Cyclopropyl-(2-methylbenzyl)amine). Reaction SMILES: [CH3:1][C:2]1[CH:9]=[CH:8][CH:7]=[CH:6][C:3]=1[CH:4]=O.[CH:10]1([NH2:13])[CH2:12][CH2:11]1>>[CH:10]1([NH:13][CH2:4][C:3]2[CH:6]=[CH:7][CH:8]=[CH:9][C:2]=2[CH3:1])[CH2:12][CH2:11]1. Procedure details: Synthesized according to typical procedure J from 2-methylbenzaldehyde and cyclopropylamine. Starting materials: OC(C(=O)OCC)CC1=CC=C(C=C1)OCC1=CC=CC=C1 (racemic ethyl 2-hydroxy-3-(4-benzyloxyphenyl)propionate), OC(C(=O)OCC)CC1=CC=C(C=C1)OCC1=CC=CC=C1 (racemic ethyl 2-hydroxy-3-(4-benzyloxyphenyl)propionate), Cl (hydrochloric acid). Run in [OH-].[Na+] (sodium hydroxide). Product: OC(C(=O)O)CC1=CC=C(C=C1)OCC1=CC=CC=C1 (racemic 2-hydroxy-3(4-benzyloxyphenyl)propionic acid). Yield: 80.0%. As a reaction SMILES: [OH:1][CH:2]([CH2:8][C:9]1[CH:14]=[CH:13][C:12]([O:15][CH2:16][C:17]2[CH:22]=[CH:21][CH:20]=[CH:19][CH:18]=2)=[CH:11][CH:10]=1)[C:3]([O:5]CC)=[O:4].Cl>[OH-].[Na+]>[OH:1][CH:2]([CH2:8][C:9]1[CH:14]=[CH:13][C:12]([O:15][CH2:16][C:17]2[CH:22]=[CH:21][CH:20]=[CH:19][CH:18]=2)=[CH:11][CH:10]=1)[C:3]([OH:5])=[O:4] |f:2.3|. Procedure details: A mixture of racemic ethyl 2-hydroxy-3-(4-benzyloxyphenyl)propionate of the formula (10) (100 g) obtained according to the procedure described in step (iii) above and 10% aq. sodium hydroxide solution (500 ml) was stirred at room temperature for a period of 1–2 h. The progress of the reaction was monitored by TLC. After completion of the reaction, the reaction mixture was acidified with dil. hydrochloric acid at 15–20° C. and the solid thus obtained was filtered and washed with water to afford r... Starting materials: BrCC1CO1, O=C([O-])[O-], CCOC(C)=O, O=C(Cc1cc(I)c(Oc2cc(I)c(O)c(I)c2)c(I)c1)NC1CCCCC1, [Cs+], [Cs+], C1COCCO1. The product is O=C(Cc1cc(I)c(Oc2cc(I)c(OCC3CO3)c(I)c2)c(I)c1)NC1CCCCC1. As a reaction SMILES: [Br:35][CH2:36][CH:37]1[CH2:38][O:39]1.[C:29](=[O:30])([O-:31])[O-:32].[CH3:40][CH2:41][O:42][C:43]([CH3:44])=[O:45].[CH:1]1([NH:7][C:8]([CH2:9][c:10]2[cH:11][c:12]([I:27])[c:13]([O:17][c:18]3[cH:19][c:20]([I:26])[c:21]([OH:25])[c:22]([I:24])[cH:23]3)[c:14]([I:16])[cH:15]2)=[O:28])[CH2:2][CH2:3][CH2:4][CH2:5][CH2:6]1.[Cs+:33].[Cs+:34].[O:46]1[CH2:47][CH2:48][O:49][CH2:50][CH2:51]1>>[CH:1]1([NH:7][C:8]([CH2:9][c:10]2[cH:11][c:12]([I:27])[c:13]([O:17][c:18]3[cH:19][c:20]([I:26])[c:21]([O:25][CH2:36][CH:37]4[CH2:38][O:39]4)[c:22]([I:24])[cH:23]3)[c:14]([I:16])[cH:15]2)=[O:28])[CH2:2][CH2:3][CH2:4][CH2:5][CH2:6]1.